From a dataset of the Open Reaction Database (ORD), a public repository of structured organic reaction records. describe an organic reaction: reactants, conditions, products, and yield Starting materials: ClC=1C=C2C(C(C(OC2=CC1)(C)C)O)CS(=O)(=O)NCC(=O)O ([(6-chloro-3-hydroxy-2,2-dimethylchroman-4-yl)methanesulfonylamino]acetic acid), C1=CN(C=N1)C(=O)N2C=CN=C2 (CDI), C(CC1=CC=CC=C1)N (phenethylamine). The solvent is CC(OCC)=O (EA), C1CCOC1 (THF). Run at time 8 hour. Yields the product ClC=1C=C2C(C(C(OC2=CC1)(C)C)O)CS(=O)(=O)NCC(=O)NCCC1=CC=CC=C1 (2-[(6-chloro-3-hydroxy-2,2-dimethylchroman-4-yl)methanesulfonylamino]-N-phenethylacetamide). Yield: 87.5%. Reaction SMILES: [Cl:1][C:2]1[CH:3]=[C:4]2[C:9](=[CH:10][CH:11]=1)[O:8][C:7]([CH3:13])([CH3:12])[CH:6]([OH:14])[CH:5]2[CH2:15][S:16]([NH:19][CH2:20][C:21](O)=[O:22])(=[O:18])=[O:17].C1N=CN(C(N2C=NC=C2)=O)C=1.[CH2:36]([NH2:44])[CH2:37][C:38]1[CH:43]=[CH:42][CH:41]=[CH:40][CH:39]=1>C1COCC1.CC(=O)OCC>[Cl:1][C:2]1[CH:3]=[C:4]2[C:9](=[CH:10][CH:11]=1)[O:8][C:7]([CH3:12])([CH3:13])[CH:6]([OH:14])[CH:5]2[CH2:15][S:16]([NH:19][CH2:20][C:21]([NH:44][CH2:36][CH2:37][C:38]1[CH:43]=[CH:42][CH:41]=[CH:40][CH:39]=1)=[O:22])(=[O:18])=[O:17]. Procedure: A solution of 0.5 g (1.37 mmol) of [(6-chloro-3-hydroxy-2,2-dimethylchroman-4-yl)methanesulfonylamino]acetic acid and 0.27 g (1.65 mmol) of CDI in 7 ml of THF was stirred at RT for 3 h. 0.33 g (2.75 mmol) of phenethylamine was then added and the reaction mixture was stirred overnight. After stripping off the solvent, the residue was taken up in EA and washed with dil. hydrochloric acid and water. After purification through a short chromatography column, 0.56 g of 2-[(6-chloro-3-hydroxy-2,2-dimet... Reactants: C(C1=CC=CC=C1)OC(=O)N[C@H](C(=O)O)CC (N-benzyloxycarbonyl-2(S)-aminobutyric acid), C(CCC)NC(=O)[C@H]1NC2=CC=CC=C2C1 (2(S)-indolinecarboxylic acid n-butylamide). Product: C(CCC)NC(=O)[C@H]1N(C2=CC=CC=C2C1)C([C@H](CC)NC(=O)OCC1=CC=CC=C1)=O (1-(N-benzyloxycarbonyl-2(S)-aminobutyryl)-2(S)-indolinecarboxylic acid n-butylamide). As a reaction SMILES: [CH2:1]([O:8][C:9]([NH:11][C@@H:12]([CH2:16][CH3:17])[C:13]([OH:15])=O)=[O:10])[C:2]1[CH:7]=[CH:6][CH:5]=[CH:4][CH:3]=1.[CH2:18]([NH:22][C:23]([C@@H:25]1[CH2:33][C:32]2[C:27](=[CH:28][CH:29]=[CH:30][CH:31]=2)[NH:26]1)=[O:24])[CH2:19][CH2:20][CH3:21]>>[CH2:18]([NH:22][C:23]([C@@H:25]1[CH2:33][C:32]2[C:27](=[CH:28][CH:29]=[CH:30][CH:31]=2)[N:26]1[C:13](=[O:15])[C@@H:12]([NH:11][C:9]([O:8][CH2:1][C:2]1[CH:3]=[CH:4][CH:5]=[CH:6][CH:7]=1)=[O:10])[CH2:16][CH3:17])=[O:24])[CH2:19][CH2:20][CH3:21]. Procedure: The process is performed as in Example 15 c), using 0.646 g (2.73 mmol) of N-benzyloxycarbonyl-2(S)-aminobutyric acid prepared as in Example 3 a) and 0.595 g (2.73 mmol) of the amide prepared in step b). An oil is obtained which is recrystallized from CCl4. The reactants are CN(C)c1ccncc1, ClCCl, O=S(=O)(Cl)CCCF, CC(C)(C)OC(=O)NC1CCc2ccc(CN)cc2C1Cc1ccccc1. Product: CC(C)(C)OC(=O)NC1CCc2ccc(CNS(=O)(=O)CCCF)cc2C1Cc1ccccc1. Reaction SMILES: [CH3:39][N:40]([CH3:41])[c:42]1[cH:43][cH:44][n:45][cH:46][cH:47]1.[Cl:36][CH2:37][Cl:38].[F:28][CH2:29][CH2:30][CH2:31][S:32](=[O:33])(=[O:34])[Cl:35].[NH2:1][CH2:2][c:3]1[cH:4][cH:5][c:6]2[c:11]([cH:12]1)[CH:10]([CH2:13][c:14]1[cH:15][cH:16][cH:17][cH:18][cH:19]1)[CH:9]([NH:20][C:21]([O:22][C:23]([CH3:24])([CH3:25])[CH3:26])=[O:27])[CH2:8][CH2:7]2>>[NH:1]([CH2:2][c:3]1[cH:4][cH:5][c:6]2[c:11]([cH:12]1)[CH:10]([CH2:13][c:14]1[cH:15][cH:16][cH:17][cH:18][cH:19]1)[CH:9]([NH:20][C:21]([O:22][C:23]([CH3:24])([CH3:25])[CH3:26])=[O:27])[CH2:8][CH2:7]2)[S:32]([CH2:31][CH2:30][CH2:29][F:28])(=[O:33])=[O:34]. Reactants: CCO, CCc1nsc(C(=O)NC(C)C)c1C(=O)OC, [K+], [OH-], O. Product: CCc1nsc(C(=O)NC(C)C)c1C(=O)O. RXN SMILES: [CH3:21][CH2:22][OH:23].[CH:3]([CH3:4])([CH3:5])[NH:6][C:7](=[O:8])[c:9]1[c:10]([C:16](=[O:17])[O:18][CH3:19])[c:11]([CH2:14][CH3:15])[n:12][s:13]1.[K+:2].[OH-:1].[OH2:20]>>[CH:3]([CH3:4])([CH3:5])[NH:6][C:7](=[O:8])[c:9]1[c:10]([C:16](=[O:17])[OH:18])[c:11]([CH2:14][CH3:15])[n:12][s:13]1. Starting materials: BH3-Me2S, NC=1C=C(C=C(C1)C(F)(F)F)C(=O)N1CCOCC1 ((3-amino-5-trifluoromethyl-phenyl)-morpholin-4-yl-methanone), BH3-Me2S. The solvent is C1CCOC1 (THF). Conditions: time 3 hour. The product is N1(CCOCC1)CC=1C=C(C=C(C1)C(F)(F)F)N (3-Morpholin-4-ylmethyl-5-trifluoromethyl-phenylamine). The yield is 53.6%. RXN SMILES: [NH2:1][C:2]1[CH:3]=[C:4]([C:12]([N:14]2[CH2:19][CH2:18][O:17][CH2:16][CH2:15]2)=O)[CH:5]=[C:6]([C:8]([F:11])([F:10])[F:9])[CH:7]=1>C1COCC1>[N:14]1([CH2:12][C:4]2[CH:3]=[C:2]([NH2:1])[CH:7]=[C:6]([C:8]([F:9])([F:11])[F:10])[CH:5]=2)[CH2:19][CH2:18][O:17][CH2:16][CH2:15]1. Procedure: Dissolve (3-amino-5-trifluoromethyl-phenyl)-morpholin-4-yl-methanone (1.2 g, 4.3 mmol) in THF and dropwise and add BH3-Me2S solution (6.5 mL, 13.1 mmol, 2M in THF). Stir at room temperature for 3 hours. Add another portion of BH3-Me2S solution (2.2 mL, 4.3 mmol, 2M in THF) and heat at 65° C. for 1.5 hours under nitrogen. Cool to room temperature and quench carefully with dropwise addition of 1 N HCl:water 1:1 (8 mL), stir for 30-60 minutes. Extract by EtOAc and wash with saturated aqueous NaHCO3... Reactants: ClC(=CC(C)(C)C)Cl (1,1-dichloro-3,3-dimethyl-1-butene), C1(=CC=CC=C1)[O-].[Na+] (sodium phenolate). The solvent is CN(C=O)C (dimethylformamide). Product: ClC=C(C(C)(C)C)OC1=CC=CC=C1 (1-chloro-3,3-dimethyl-2-phenoxy-1-butene). Yield: 98.0%. RXN SMILES: [Cl:1][C:2](Cl)=[CH:3][C:4]([CH3:7])([CH3:6])[CH3:5].[C:9]1([O-:15])[CH:14]=[CH:13][CH:12]=[CH:11][CH:10]=1.[Na+]>CN(C)C=O>[Cl:1][CH:2]=[C:3]([O:15][C:9]1[CH:14]=[CH:13][CH:12]=[CH:11][CH:10]=1)[C:4]([CH3:7])([CH3:6])[CH3:5] |f:1.2|. Reported procedure: 16.5 g (0.108 mols) of 1,1-dichloro-3,3-dimethyl-1-butene are heated under reflux with 23.2 g (0.2 mol) of sodium phenolate in 100 ml of dimethylformamide, during the course of 12 hours. The customary working-up according to Example A1(a) yields, with distillation at a boiling point of 80° C./0.5 mm Hg, 22.3 g of 1-chloro-3,3-dimethyl-2-phenoxy-1-butene. Reactants: C(CCCCCCCCCCC)OCC1N(CCN(C1)CC1=CC=CC=C1)CC1=CC=CC=C1 (2-[(dodecyloxy)methyl]-1,4-bis(phenylmethyl)piperazine). Reagents/catalysts: [Pd] (palladium on carbon). Run in C(C)O (ethanol), O (water). Product: C(CCCCCCCCCCC)OCC1NCCNC1 (2-[(dodecyloxy)methyl]piperazine). As a reaction SMILES: [CH2:1]([O:13][CH2:14][CH:15]1[CH2:20][N:19](CC2C=CC=CC=2)[CH2:18][CH2:17][N:16]1CC1C=CC=CC=1)[CH2:2][CH2:3][CH2:4][CH2:5][CH2:6][CH2:7][CH2:8][CH2:9][CH2:10][CH2:11][CH3:12]>C(O)C.O.[Pd]>[CH2:1]([O:13][CH2:14][CH:15]1[CH2:20][NH:19][CH2:18][CH2:17][NH:16]1)[CH2:2][CH2:3][CH2:4][CH2:5][CH2:6][CH2:7][CH2:8][CH2:9][CH2:10][CH2:11][CH3:12]. Reported procedure: An 8 g portion of the above piperazine in 130 ml of ethanol and 10 ml of water was hydrogenated with 10% palladium on carbon for 4 hours then filtered and the filtrate evaporated, giving 4.5 g of 2-[(dodecyloxy)methyl]piperazine. Starting materials: C(#N)C=1C=C(C2=C(N=C(O2)C2=CC=C(C(=O)NCC3CN(CC3)C(=O)OC(C)(C)C)C=C2)C1)C(C)C (tert-butyl 3-({[4-(5-cyano-7-isopropyl-1,3-benzoxazol-2-yl)benzoyl]amino}methyl)pyrrolidine-1-carboxylate), FC(C(=O)O)(F)F (trifluoroacetic acid). Run in ClCCl (dichloromethane). Reaction conditions: time 2 hour. Product: C(#N)C=1C=C(C2=C(N=C(O2)C2=CC=C(C(=O)NCC3CNCC3)C=C2)C1)C(C)C (4-(5-Cyano-7-isopropyl-1,3-benzoxazol-2-yl)-N-(pyrrolidin-3-ylmethyl)benzamide). The yield is 90.5%. Reaction SMILES: [C:1]([C:3]1[CH:4]=[C:5]([CH:34]([CH3:36])[CH3:35])[C:6]2[O:10][C:9]([C:11]3[CH:32]=[CH:31][C:14]([C:15]([NH:17][CH2:18][CH:19]4[CH2:23][CH2:22][N:21](C(OC(C)(C)C)=O)[CH2:20]4)=[O:16])=[CH:13][CH:12]=3)=[N:8][C:7]=2[CH:33]=1)#[N:2].FC(F)(F)C(O)=O>ClCCl>[C:1]([C:3]1[CH:4]=[C:5]([CH:34]([CH3:36])[CH3:35])[C:6]2[O:10][C:9]([C:11]3[CH:12]=[CH:13][C:14]([C:15]([NH:17][CH2:18][CH:19]4[CH2:23][CH2:22][NH:21][CH2:20]4)=[O:16])=[CH:31][CH:32]=3)=[N:8][C:7]=2[CH:33]=1)#[N:2]. Reported procedure: To a solution of tert-butyl 3-({[4-(5-cyano-7-isopropyl-1,3-benzoxazol-2-yl)benzoyl]amino}methyl)pyrrolidine-1-carboxylate (910 mg) in dichloromethane (75 ml) was added 20 ml of trifluoroacetic acid. The mixture was stirred at room temperature for 2 h, and then concentrated in vacuo. The residue was basified by the addition of 75 ml of saturated aqueous sodium bicarbonate and diluted with 75 ml of ethyl acetate. The solids were filtered from both layers and dried in vacuo to provide the title co... Starting materials: CI, CS(C)=O, CCCOC(=O)C1=C(C)NC2=C(C(=O)OC2)C1c1ccccc1Cl, [K+], [OH-]. The product is CCCOC(=O)C1=C(C)N(C)C2=C(C(=O)OC2)C1c1ccccc1Cl. Reaction SMILES: [CH3:27][I:28].[CH3:29][S:30](=[O:31])[CH3:32].[Cl:1][c:2]1[c:3]([CH:8]2[C:9]3=[C:10]([NH:11][C:12]([CH3:20])=[C:13]2[C:14](=[O:15])[O:16][CH2:17][CH2:18][CH3:19])[CH2:21][O:22][C:23]3=[O:24])[cH:4][cH:5][cH:6][cH:7]1.[K+:26].[OH-:25]>>[Cl:1][c:2]1[c:3]([CH:8]2[C:9]3=[C:10]([N:11]([CH3:27])[C:12]([CH3:20])=[C:13]2[C:14](=[O:15])[O:16][CH2:17][CH2:18][CH3:19])[CH2:21][O:22][C:23]3=[O:24])[cH:4][cH:5][cH:6][cH:7]1. Starting materials: C(C)(=O)N1[C@H](C[C@H](C2=CC(=CC=C12)C1=CC=C(C=C1)CN1CCCCC1)NC=O)C ({(cis)-1-acetyl-2-methyl-6-[4-(1-piperidinylmethyl)phenyl]-1,2,3,4-tetrahydro-4-quinolinyl}formamide), Intermediate 30, Cl (HCl). The solvent is CO (MeOH). The product is C(C)(=O)N1[C@H](C[C@H](C2=CC(=CC=C12)C1=CC=C(C=C1)CN1CCCCC1)N)C ((cis)-1-acetyl-2-methyl-6-[4-(1-piperidinylmethyl)phenyl]-1,2,3,4-tetrahydro-4-quinolinamine). The yield is 70.0%. Reaction SMILES: [C:1]([N:4]1[C:13]2[C:8](=[CH:9][C:10]([C:14]3[CH:19]=[CH:18][C:17]([CH2:20][N:21]4[CH2:26][CH2:25][CH2:24][CH2:23][CH2:22]4)=[CH:16][CH:15]=3)=[CH:11][CH:12]=2)[C@H:7]([NH:27]C=O)[CH2:6][C@@H:5]1[CH3:30])(=[O:3])[CH3:2].Cl>CO>[C:1]([N:4]1[C:13]2[C:8](=[CH:9][C:10]([C:14]3[CH:19]=[CH:18][C:17]([CH2:20][N:21]4[CH2:26][CH2:25][CH2:24][CH2:23][CH2:22]4)=[CH:16][CH:15]=3)=[CH:11][CH:12]=2)[C@H:7]([NH2:27])[CH2:6][C@@H:5]1[CH3:30])(=[O:3])[CH3:2]. Procedure details: To a suspension of {(cis)-1-acetyl-2-methyl-6-[4-(1-piperidinylmethyl)phenyl]-1,2,3,4-tetrahydro-4-quinolinyl}formamide (for a preparation see Intermediate 30) (109 g, 0.27 mol) in MeOH (1 L) was added 6N HCl (136 mL, 0.8 mol). The resulting homogenous mixture was stirred at reflux for 2 hours and concentrated under vacuo. The residue was taken up in water (1 L) and washed with DCM (100 mL). The aqueous phase was basified with NaHCO3 and the organic materials were extracted with DCM (2×0.5 L) dr...